Dataset: the Open Reaction Database (ORD), a public repository of structured organic reaction records. Task: describe an organic reaction: reactants, conditions, products, and yield The reactants are N1(C=NC=C1)CC=CC1=CC(=C(C(=O)OC)C=C1)C1=CC=C(C=C1)F (methyl 4-[3-(imidazol-1-yl)prop-1-en-1-yl]-2-(4-fluorophenyl)benzoate), [OH-].[Na+] (sodium hydroxide). Run in CO (methanol). Yields the product N1(C=NC=C1)C/C=C/C1=CC(=C(C(=O)O)C=C1)C1=CC=C(C=C1)F (4-[(E)-3-(imidazol-1-yl)prop-1-en-1-yl]-2-(4-fluorophenyl)benzoic acid). Yield: 89.0%. RXN SMILES: [N:1]1([CH2:6][CH:7]=[CH:8][C:9]2[CH:18]=[CH:17][C:12]([C:13]([O:15]C)=[O:14])=[C:11]([C:19]3[CH:24]=[CH:23][C:22]([F:25])=[CH:21][CH:20]=3)[CH:10]=2)[CH:5]=[CH:4][N:3]=[CH:2]1.[OH-].[Na+]>CO>[N:1]1([CH2:6]/[CH:7]=[CH:8]/[C:9]2[CH:18]=[CH:17][C:12]([C:13]([OH:15])=[O:14])=[C:11]([C:19]3[CH:20]=[CH:21][C:22]([F:25])=[CH:23][CH:24]=3)[CH:10]=2)[CH:5]=[CH:4][N:3]=[CH:2]1 |f:1.2|. Procedure details: A solution of methyl 4-[3-(imidazol-1-yl)prop-1-en-1-yl]-2-(4-fluorophenyl)benzoate (B and Z isomers) (1.9 g; 5.6 mmol) and 2N aqueous sodium hydroxide solution (8.5 ml; 17 mmol) in methanol (100 ml) was refluxed for 9 hours. After evaporation and acidification with 12N HCl (1.5 ml), the resulting solid was washed with distilled water and ether, taken up in dichloromethane/methanol (99/1) to give 4-[(E)-3-(imidazol-1-yl)prop-1-en-1-yl]-2-(4-fluorophenyl)benzoic acid (E isomer) after evaporation ... The reactants are NC=1SC(=NN1)S (2-amino-5-mercapto-1,3,4-thiadiazole), BrCCCCC1=CC=CC=C1 (1-bromo-4-phenylbutane), C([O-])([O-])=O.[K+].[K+] (potassium carbonate). Run in CN(C=O)C (N,N-dimethylformamide). Product: NC=1SC(=NN1)SCCCCC1=CC=CC=C1 (2-amino-5-[(4-phenylbutyl)thio]-1,3,4-thiadiazole). Yield: 56.0%. Reaction SMILES: [NH2:1][C:2]1[S:3][C:4]([SH:7])=[N:5][N:6]=1.Br[CH2:9][CH2:10][CH2:11][CH2:12][C:13]1[CH:18]=[CH:17][CH:16]=[CH:15][CH:14]=1.C(=O)([O-])[O-].[K+].[K+]>CN(C)C=O>[NH2:1][C:2]1[S:3][C:4]([S:7][CH2:9][CH2:10][CH2:11][CH2:12][C:13]2[CH:18]=[CH:17][CH:16]=[CH:15][CH:14]=2)=[N:5][N:6]=1 |f:2.3.4|. Reported procedure: A solution of 320 mg of 2-amino-5-mercapto-1,3,4-thiadiazole, 430 mg of 1-bromo-4-phenylbutane and 350 mg of potassium carbonate in 5 ml of N,N-dimethylformamide was stirred overnight at room temperature. After dilution with ethyl acetate, the reaction mixture was washed in sequence with water, 1N sodium hydroxide, water and saturated aqueous solution of sodium chloride, then dried over anhydrous sodium sulfate and concentrated under reduced pressure. The residue obtained was recrystallized from... Starting materials: N[C@@H](C)C(=O)[C@H]1[C@@](O[C@@H]([C@H]([C@@H]1O)O)CO)(N(C(CCCCCCC\C=C/CCCCCCCC)=O)CCCCCCCCCCCCCCCCCC)N (N-(2-L-alanyl-amino-2-deoxy-β-D-glucopyranosyl)-N-octadecyl-oleamide), C(C)(C)(C)OC(=O)N[C@@H](CC(=O)O)C(=O)OC(C)(C)C (N-tert-butyloxycarbonyl-O-tert-butyl-L-aspartic acid). Solvent: ClCCl (dichloromethane). Product: C(C)(C)(C)OC(=O)N[C@@H](CC(OC(C)(C)C)=O)C(=O)N[C@@H](C)C(=O)[C@H]1[C@@](O[C@@H]([C@H]([C@@H]1O)O)CO)(N(C(CCCCCCC\C=C/CCCCCCCC)=O)CCCCCCCCCCCCCCCCCC)N (N-[2-(N-tert-Butyloxycarbonyl-O-tert-butyl-L-aspartyl-L-alanyl)-amino-2-deoxy-β-D-glucopyranosyl]-N-octadecyl-oleamide). The yield is 27.0%. RXN SMILES: [NH2:1][C@H:2]([C:4]([C@@H:6]1[C@@H:11]([OH:12])[C@H:10]([OH:13])[C@@H:9]([CH2:14][OH:15])[O:8][C@@:7]1([NH2:54])[N:16]([CH2:36][CH2:37][CH2:38][CH2:39][CH2:40][CH2:41][CH2:42][CH2:43][CH2:44][CH2:45][CH2:46][CH2:47][CH2:48][CH2:49][CH2:50][CH2:51][CH2:52][CH3:53])[C:17](=[O:35])[CH2:18][CH2:19][CH2:20][CH2:21][CH2:22][CH2:23][CH2:24]/[CH:25]=[CH:26]\[CH2:27][CH2:28][CH2:29][CH2:30][CH2:31][CH2:32][CH2:33][CH3:34])=[O:5])[CH3:3].[C:55]([O:59][C:60]([NH:62][C@H:63]([C:68]([O:70]C(C)(C)C)=O)[CH2:64][C:65]([OH:67])=[O:66])=[O:61])([CH3:58])([CH3:57])[CH3:56]>ClCCl>[C:55]([O:59][C:60]([NH:62][C@H:63]([C:68]([NH:1][C@H:2]([C:4]([C@@H:6]1[C@@H:11]([OH:12])[C@H:10]([OH:13])[C@@H:9]([CH2:14][OH:15])[O:8][C@@:7]1([NH2:54])[N:16]([CH2:36][CH2:37][CH2:38][CH2:39][CH2:40][CH2:41][CH2:42][CH2:43][CH2:44][CH2:45][CH2:46][CH2:47][CH2:48][CH2:49][CH2:50][CH2:51][CH2:52][CH3:53])[C:17](=[O:35])[CH2:18][CH2:19][CH2:20][CH2:21][CH2:22][CH2:23][CH2:24]/[CH:25]=[CH:26]\[CH2:27][CH2:28][CH2:29][CH2:30][CH2:31][CH2:32][CH2:33][CH3:34])=[O:5])[CH3:3])=[O:70])[CH2:64][C:65](=[O:66])[O:67][C:6]([CH3:11])([CH3:7])[CH3:4])=[O:61])([CH3:56])([CH3:57])[CH3:58]. Reported procedure: from N-(2-L-alanyl-amino-2-deoxy-β-D-glucopyranosyl)-N-octadecyl-oleamide and N-tert-butyloxycarbonyl-O-tert-butyl-L-aspartic acid. Yield 27%. [α]D =-1.5° (c=0.55, dichloromethane). The reactants are N1=C(C=C(C=C1)C(=O)O)C(=O)O (2,4-pyridinedicarboxylic acid), O.C1(=CC=C(C=C1)S(=O)(=O)O)C (4-toluenesulfonic acid monohydrate), C(C)O (ethanol). Solvent: C1(=CC=CC=C1)C (toluene). Reaction conditions: temperature 110 celsius. The product is C(C)OC(=O)C1=NC=CC(=C1)C(=O)OCC (Diethylpyridine 2,4-dicarboxylate). As a reaction SMILES: [N:1]1[CH:6]=[CH:5][C:4]([C:7]([OH:9])=[O:8])=[CH:3][C:2]=1[C:10]([OH:12])=[O:11].O.[C:14]1(C)C=CC(S(O)(=O)=O)=C[CH:15]=1.[CH2:25](O)[CH3:26]>C1(C)C=CC=CC=1>[CH2:14]([O:11][C:10]([C:2]1[CH:3]=[C:4]([C:7]([O:9][CH2:25][CH3:26])=[O:8])[CH:5]=[CH:6][N:1]=1)=[O:12])[CH3:15] |f:1.2|. Procedure: 4.7 g (28.12 mmol) of 2,4-pyridinedicarboxylic acid and 8.02 g (42.19 mmol) of 4-toluenesulfonic acid monohydrate were suspended in 47 ml of toluene, the mixture was heated to 110° C. and 170 ml (2.87 mol) of ethanol were slowly added dropwise. The reaction mixture was stirred under reflux overnight. The reaction mixture was evaporated and the residue was purified by column chromatography on silica gel 60 (mobile phase: dichloromethane/ethanol 40/1→10/1).